From a dataset of the Open Reaction Database (ORD), a public repository of structured organic reaction records. describe an organic reaction: reactants, conditions, products, and yield Reactants: CC(C)(C)C=1C=C(C=C(C1O)C(C)(C)C)SC(C)(C)SC2=CC(=C(C(=C2)C(C)(C)C)O)C(C)(C)C (probucol), ICC(=O)OCC (ethyl iodoacetate), [F-].[K+] (potassium fluoride on alumina). The solvent is CN(C=O)C (dimethylformamide), CCOCC (ether). Run at time 24 hour. Yields the product hexanes ether, C(C)OC(COC1=C(C=C(C=C1C(C)(C)C)SC(C)(C)SC1=CC(=C(C(=C1)C(C)(C)C)O)C(C)(C)C)C(C)(C)C)=O ({2,6-di-tert-butyl-4-[1-(3,5-di-tert-butyl-4-hydroxy-phenylsulfanyl)-1-methyl-ethylsulfanyl]-phenoxy}-acetic acid ethyl ester). Yield: 27.4%. RXN SMILES: [CH3:1][C:2]([C:5]1[CH:6]=[C:7]([S:16][C:17]([S:20][C:21]2[CH:26]=[C:25]([C:27]([CH3:30])([CH3:29])[CH3:28])[C:24]([OH:31])=[C:23]([C:32]([CH3:35])([CH3:34])[CH3:33])[CH:22]=2)([CH3:19])[CH3:18])[CH:8]=[C:9]([C:12]([CH3:15])([CH3:14])[CH3:13])[C:10]=1[OH:11])([CH3:4])[CH3:3].I[CH2:37][C:38]([O:40][CH2:41][CH3:42])=[O:39].[F-].[K+]>CN(C)C=O.CCOCC>[CH2:41]([O:40][C:38](=[O:39])[CH2:37][O:11][C:10]1[C:9]([C:12]([CH3:13])([CH3:14])[CH3:15])=[CH:8][C:7]([S:16][C:17]([S:20][C:21]2[CH:22]=[C:23]([C:32]([CH3:35])([CH3:34])[CH3:33])[C:24]([OH:31])=[C:25]([C:27]([CH3:30])([CH3:29])[CH3:28])[CH:26]=2)([CH3:18])[CH3:19])=[CH:6][C:5]=1[C:2]([CH3:1])([CH3:3])[CH3:4])[CH3:42] |f:2.3|. Procedure details: To a solution of probucol (0.5 g, 0.97 mmol) in dimethylformamide (1.5 mL) were added ethyl iodoacetate (0.31 g, 1.45 mmol) and 40% potassium fluoride on alumina (0.7 g, 4.8 mmol). The mixture was stirred for 24 hours and then diluted with ether (25 mL), filtered and washed with water (2×5 mL). The ether layer was dried over MgSO4, filtered and concentrated. Silica gel chromatography (hexanes/ether 5:95) yielded 160 mg of {2,6-di-tert-butyl-4-[1-(3,5-di-tert-butyl-4-hydroxy-phenylsulfanyl)-1-met... The reactants are C(C)OC(C(C[C@@H](CC1=CC=C(C=C1)C1=CC=CC=C1)NC(=O)OC(C)(C)C)=C)=O ((R)-5-Biphenyl-4-yl-4-tert-butoxycarbonylamino-2-methylenepentanoic acid ethyl ester), C(C)OC(C(C[C@@H](CC1=CC=C(C=C1)C1=CC=CC=C1)NC(=O)OC(C)(C)C)=C)=O (2-a), C(C)O (ethanol), [H][H] (Hydrogen). The reagents and catalysts are [Pd] (Palladium on carbon). The solvent is C(C)N(CC)CC (Triethylamine). Reaction conditions: time 8 hour. Yields the product C(C)OC(C(CC(CC1=CC=C(C=C1)C1=CC=CC=C1)NC(=O)OC(C)(C)C)C)=O (5-Biphenyl-4-yl-4-tert-butoxycarbonylamino-2-methylpentanoic acid ethyl ester), 1-a. Reaction SMILES: [CH2:1]([O:3][C:4](=[O:30])[C:5](=[CH2:29])[CH2:6][C@H:7]([NH:21][C:22]([O:24][C:25]([CH3:28])([CH3:27])[CH3:26])=[O:23])[CH2:8][C:9]1[CH:14]=[CH:13][C:12]([C:15]2[CH:20]=[CH:19][CH:18]=[CH:17][CH:16]=2)=[CH:11][CH:10]=1)[CH3:2].C(O)C.[H][H]>[Pd].C(N(CC)CC)C>[CH2:1]([O:3][C:4](=[O:30])[CH:5]([CH3:29])[CH2:6][CH:7]([NH:21][C:22]([O:24][C:25]([CH3:28])([CH3:27])[CH3:26])=[O:23])[CH2:8][C:9]1[CH:14]=[CH:13][C:12]([C:15]2[CH:20]=[CH:19][CH:18]=[CH:17][CH:16]=2)=[CH:11][CH:10]=1)[CH3:2]. Procedure details: 500 mg (R)-5-Biphenyl-4-yl-4-tert-butoxycarbonylamino-2-methylenepentanoic acid ethyl ester (2-a, R1=Boc, R2=H, R3=CO2Et) is added to ethanol (5 ml) at ambient temperature. Triethylamine (170 μl) is then added to the mixture. 50 mg Palladium on carbon (10%, 50% water-wet, Degussa E101 NE/W) is then added. Hydrogen gas at ambient pressure is applied to the mixture. The mixture is then stirred overnight at ambient temperature and pressure. The mixture is then filtered and concentrated under reduce... The reactants are O=P(Cl)(Cl)Cl (POCl3), CN(C)C=O (DMF), C1(=CC=CC=C1)N(C1=CC=CC=C1)C1=CC=CC=C1 (triphenylamine), C1(=CC=CC=C1)N(C1=CC=CC=C1)C1=CC=CC2=CC=CC=C12 (N,N-diphenyl-1-naphthylamine). The product is C(=O)C1=CC=C(C2=CC=CC=C12)N(C1=CC=CC=C1)C1=CC=CC=C1 (1-formyl-4-(N,N-diphenylamino) naphthalene). The yield is 39.7%. Reaction SMILES: O=P(Cl)(Cl)Cl.C1(N(C2C=CC=CC=2)C2C=CC=CC=2)C=CC=CC=1.[C:25]1([N:31]([C:38]2[C:47]3[C:42](=[CH:43][CH:44]=[CH:45][CH:46]=3)[CH:41]=[CH:40][CH:39]=2)[C:32]2[CH:37]=[CH:36][CH:35]=[CH:34][CH:33]=2)[CH:30]=[CH:29][CH:28]=[CH:27][CH:26]=1.CN([CH:51]=[O:52])C>>[CH:51]([C:41]1[C:42]2[C:47](=[CH:46][CH:45]=[CH:44][CH:43]=2)[C:38]([N:31]([C:32]2[CH:37]=[CH:36][CH:35]=[CH:34][CH:33]=2)[C:25]2[CH:30]=[CH:29][CH:28]=[CH:27][CH:26]=2)=[CH:39][CH:40]=1)=[O:52]. Procedure: The method of Example 4, Stage 1, was followed except that there was used 4.7 g of POCl3, 13.6 g of DMF, and in place of triphenylamine there was used N,N-diphenyl-1-naphthylamine (MW 295, 0.031M, 9.2 g) to give 4 g (40% yield) of 1-formyl-4-(N,N-diphenylamino) naphthalene as a yellow solid, m.p. 107°-110° C. The reactants are CN(/C=C/C(=O)C1=NN(C=CC1=O)C1=CC(=CC=C1)S(=O)(=O)C)C (3-((E)-3-Dimethylamino-acryloyl)-1-(3-methansulfonyl-phenyl)-1H-pyridazin-4-one), COC1=C(C=CC=C1)C=1N=C(SC1)NN ([4-(2-methoxy-phenyl)-thiazol-2-yl]-hydrazine). The product is CS(=O)(=O)C=1C=C(C=CC1)N1N=C(C(C=C1)=O)C=1N(N=CC1)C=1SC=C(N1)C1=C(C=CC=C1)OC (1-(3-Methanesulfonyl-phenyl)-3-{2-[4-(2-methoxy-phenyl)-thiazol-2-yl]-2H-pyrazol-3-yl}-1H-pyridazin-4-one). Yield: 21.0%. Reaction SMILES: C[N:2](C)/[CH:3]=[CH:4]/[C:5]([C:7]1[C:12](=[O:13])[CH:11]=[CH:10][N:9]([C:14]2[CH:19]=[CH:18][CH:17]=[C:16]([S:20]([CH3:23])(=[O:22])=[O:21])[CH:15]=2)[N:8]=1)=O.[CH3:25][O:26][C:27]1[CH:32]=[CH:31][CH:30]=[CH:29][C:28]=1[C:33]1[N:34]=[C:35]([NH:38]N)[S:36][CH:37]=1>>[CH3:23][S:20]([C:16]1[CH:15]=[C:14]([N:9]2[CH:10]=[CH:11][C:12](=[O:13])[C:7]([C:5]3[N:38]([C:35]4[S:36][CH:37]=[C:33]([C:28]5[CH:29]=[CH:30][CH:31]=[CH:32][C:27]=5[O:26][CH3:25])[N:34]=4)[N:2]=[CH:3][CH:4]=3)=[N:8]2)[CH:19]=[CH:18][CH:17]=1)(=[O:22])=[O:21]. Reported procedure: The product was obtained starting from 3-((E)-3-Dimethylamino-acryloyl)-1-(3-methansulfonyl-phenyl)-1H-pyridazin-4-one (A-7) and [4-(2-methoxy-phenyl)-thiazol-2-yl]-hydrazine according to the method described for Example 91 in 21% yield. MS: M=506.2.13 (M+H)+ The reactants are C1CSCCN1, ClCCl, CC(C)(C)NC(=O)c1sc2nc(-c3ccccc3)nc(-c3cccc(NC(=O)Oc4ccc([N+](=O)[O-])cc4)c3)c2c1N. The product is CC(C)(C)NC(=O)c1sc2nc(-c3ccccc3)nc(-c3cccc(NC(=O)N4CCSCC4)c3)c2c1N. RXN SMILES: [CH2:1]1[CH2:2][S:3][CH2:4][CH2:5][NH:6]1.[Cl:49][CH2:50][Cl:51].[NH2:7][c:8]1[c:9]([C:42](=[O:43])[NH:44][C:45]([CH3:46])([CH3:47])[CH3:48])[s:10][c:11]2[n:12][c:13](-[c:36]3[cH:37][cH:38][cH:39][cH:40][cH:41]3)[n:14][c:15](-[c:17]3[cH:18][c:19]([NH:23][C:24](=[O:25])[O:26][c:27]4[cH:28][cH:29][c:30]([N+:31]([O-:32])=[O:33])[cH:34][cH:35]4)[cH:20][cH:21][cH:22]3)[c:16]12>>[CH2:1]1[CH2:2][S:3][CH2:4][CH2:5][N:6]1[C:24]([NH:23][c:19]1[cH:18][c:17](-[c:15]2[n:14][c:13](-[c:36]3[cH:37][cH:38][cH:39][cH:40][cH:41]3)[n:12][c:11]3[s:10][c:9]([C:42](=[O:43])[NH:44][C:45]([CH3:46])([CH3:47])[CH3:48])[c:8]([NH2:7])[c:16]32)[cH:22][cH:21][cH:20]1)=[O:25]. Yields the product CC1NC(=O)OC1(C)C. The reactants are O=C([O-])[O-], CCO, [K+], [K+], CC(NC(=O)C(Cl)(Cl)Cl)C(C)(C)O. RXN SMILES: [C:14](=[O:15])([O-:16])[O-:17].[CH3:20][CH2:21][OH:22].[K+:18].[K+:19].[OH:1][C:2]([CH:3]([CH3:4])[NH:5][C:6]([C:7]([Cl:8])([Cl:9])[Cl:10])=[O:11])([CH3:12])[CH3:13]>>[O:1]1[C:2]([CH3:12])([CH3:13])[CH:3]([CH3:4])[NH:5][C:6]1=[O:11].